From a dataset of the Open Reaction Database (ORD), a public repository of structured organic reaction records. describe an organic reaction: reactants, conditions, products, and yield The reactants are N(=NC(=O)OCC)C(=O)OCC (Diethyl azodicarboxylate), OC1=CC=C(C=O)C=C1 (4-hydroxybenzaldehyde), C1=C(C=CC2=CC=CC=C12)OCCCCCCO (6-(2-naphthyloxy)hexanol), C1(=CC=CC=C1)P(C1=CC=CC=C1)C1=CC=CC=C1 (triphenylphosphine). Solvent: C1CCOC1 (THF), CCCCCC (hexane). Conditions: time 60 hour. Yields the product C1=C(C=CC2=CC=CC=C12)OCCCCCCOC1=CC=C(C=O)C=C1 (4-[6-(2-naphthyloxy)hexyloxy] benzaldehyde). Isolated yield 57.5%. RXN SMILES: [OH:1][C:2]1[CH:9]=[CH:8][C:5]([CH:6]=[O:7])=[CH:4][CH:3]=1.[CH:10]1[C:19]2[C:14](=[CH:15][CH:16]=[CH:17][CH:18]=2)[CH:13]=[CH:12][C:11]=1[O:20][CH2:21][CH2:22][CH2:23][CH2:24][CH2:25][CH2:26]O.C1(P(C2C=CC=CC=2)C2C=CC=CC=2)C=CC=CC=1.N(C(OCC)=O)=NC(OCC)=O>C1COCC1.CCCCCC>[CH:10]1[C:19]2[C:14](=[CH:15][CH:16]=[CH:17][CH:18]=2)[CH:13]=[CH:12][C:11]=1[O:20][CH2:21][CH2:22][CH2:23][CH2:24][CH2:25][CH2:26][O:1][C:2]1[CH:9]=[CH:8][C:5]([CH:6]=[O:7])=[CH:4][CH:3]=1. Reported procedure: Mitsunobu coupling is carried out as follows: 4-hydroxybenzaldehyde (0.92 g), 6-(2-naphthyloxy)hexanol (1.83 g), and triphenylphosphine (1.97 g) are dissolved in THF (25 ml) and cooled to 15° . Diethyl azodicarboxylate (1.2 ml) is added dropwise, and the mixture stirred at room temperature for 60 hrs. The reaction mixture is diluted with hexane and filtered to remove solids. The filtrate is concentrated and chromatographed with 25% v/v hexane in dichloromethane to provide 4-[6-(2-naphthyloxy)hex...